This data is from the Open Reaction Database (ORD), a public repository of structured organic reaction records. The task is: describe an organic reaction: reactants, conditions, products, and yield Reactants: ClCCl, CO, CN(C)c1ccncc1, CC(=O)NCC1CN(c2ccc3c(c2)OCC2CN(C(=O)OCc4ccccc4)CCN32)C(=O)O1, O=C(O)c1ccno1. The product is CC(=O)NCC1CN(c2ccc3c(c2)OCC2CN(C(=O)c4ccno4)CCN32)C(=O)O1. As a reaction SMILES: [CH2:46]([Cl:47])[Cl:48].[CH3:44][OH:45].[CH3:49][N:50]([CH3:51])[c:52]1[cH:53][cH:54][n:55][cH:56][cH:57]1.[c:1]1([CH2:2][O:3][C:9](=[O:10])[N:11]2[CH2:12][CH:13]3[CH2:14][O:15][c:16]4[c:17]([cH:21][cH:22][c:23]([N:25]5[C:26](=[O:35])[O:27][CH:28]([CH2:30][NH:31][C:32]([CH3:33])=[O:34])[CH2:29]5)[cH:24]4)[N:18]3[CH2:19][CH2:20]2)[cH:4][cH:5][cH:6][cH:7][cH:8]1.[o:36]1[n:37][cH:38][cH:39][c:40]1[C:41]([OH:42])=[O:43]>>[C:9](=[O:10])([N:11]1[CH2:12][CH:13]2[CH2:14][O:15][c:16]3[c:17]([cH:21][cH:22][c:23]([N:25]4[C:26](=[O:35])[O:27][CH:28]([CH2:30][NH:31][C:32]([CH3:33])=[O:34])[CH2:29]4)[cH:24]3)[N:18]2[CH2:19][CH2:20]1)[c:40]1[o:36][n:37][cH:38][cH:39]1. The reactants are CC1=CC2=CN(N=C2C=C1)C1=C(C(=O)OCC)C=CC=C1 (ethyl 2-(5-methyl-2H-indazol-2-yl)benzoate), BrN1C(CCC1=O)=O (N-bromosuccinimide), N(=NC(C#N)(C)C)C(C#N)(C)C (azobisisobutyronitrile). Run in C(Cl)(Cl)(Cl)Cl (Carbon tetrachloride). Product: BrC=1N(N=C2C=CC(=CC12)C)C1=C(C(=O)OCC)C=CC=C1 (ethyl 2-(3-bromo-5-methyl-2H-indazol-2-yl)benzoate). Yield: 80.2%. As a reaction SMILES: [CH3:1][C:2]1[CH:10]=[CH:9][C:8]2[C:4](=[CH:5][N:6]([C:11]3[CH:21]=[CH:20][CH:19]=[CH:18][C:12]=3[C:13]([O:15][CH2:16][CH3:17])=[O:14])[N:7]=2)[CH:3]=1.[Br:22]N1C(=O)CCC1=O.N(C(C)(C)C#N)=NC(C)(C)C#N>C(Cl)(Cl)(Cl)Cl>[Br:22][C:5]1[N:6]([C:11]2[CH:21]=[CH:20][CH:19]=[CH:18][C:12]=2[C:13]([O:15][CH2:16][CH3:17])=[O:14])[N:7]=[C:8]2[C:4]=1[CH:3]=[C:2]([CH3:1])[CH:10]=[CH:9]2. Procedure details: Carbon tetrachloride (26 ml) was added to ethyl 2-(5-methyl-2H-indazol-2-yl)benzoate (1.43 g, 5.10 mmol) as obtained in Reference Example 3 and the mixture was stirred. Thereto were added N-bromosuccinimide (0.908 g, 5.10 mmol) and azobisisobutyronitrile (78 mg, 0.48 mmol), and the mixture was refluxed under heating for 3 hours. After cooling, the mixture was filtered, and the cake was washed twice with carbon tetrachloride (5 ml). The filtrate was concentrated, and subjected to flash chromatogr... Solvent: ClCCl (dichloromethane), O1CCCC1 (tetrahydrofuran). Product: OCC1=C(C=CC=C1)N1N=C2C(=CN(C=3C=CC=CC23)CC2=CC=C(C=C2)N2N=CC=C2)C1=O (2-[2-(Hydroxymethyl)phenyl]-5-{[4-(1H-pyrazol-1-yl)phenyl]methyl}-2,5-dihydro-3H-pyrazolo[4,3-c]quinolin-3-one). Starting materials: C([O-])(O)=O.[Na+] (sodium bicarbonate), O=C1N(N=C2C1=CN(C=1C=CC=CC21)CC2=CC=C(C=C2)N2N=CC=C2)C2=C(C=O)C=CC=C2 (2-(3-oxo-5-{[4-(1H-pyrazol-1-yl)phenyl]methyl}-3,5-dihydro-2H-pyrazolo[4,3-c]quinolin-2-yl)benzaldehyde), ClC1=C(C(C(=C(C1=O)C#N)C#N)=O)Cl (dichloro-5,6-dicyanobenzoquinone), C(#N)[BH3-].[Na+] (Sodium cyanoborohydride), [BH4-].[Na+] (Sodium borohydride). Reported procedure: 2-(3-oxo-5-{[4-(1H-pyrazol-1-yl)phenyl]methyl}-3,5-dihydro-2H-pyrazolo[4,3-c]quinolin-2-yl)benzaldehyde (Example 529, 75 mg, 0.17 mmol) was suspended in tetrahydrofuran (5 mL) and cooled to 0° C. Sodium cyanoborohydride (0.067 mL, 1 M tetrahydrofuran solution, 0.067 mmol, 0.4 equiv) was added dropwise and the mixture was stirred for 1 hour at 0° C. The mixture was diluted with dichloromethane (3 mL) until homogeneous and stirred for an additional 1 hour at 0° C. Sodium borohydride (1 spatula tip... Conditions: temperature 0 celsius, time 1 hour. RXN SMILES: [O:1]=[C:2]1[C:6]2=[CH:7][N:8]([CH2:15][C:16]3[CH:21]=[CH:20][C:19]([N:22]4[CH:26]=[CH:25][CH:24]=[N:23]4)=[CH:18][CH:17]=3)[C:9]3[CH:10]=[CH:11][CH:12]=[CH:13][C:14]=3[C:5]2=[N:4][N:3]1[C:27]1[CH:34]=[CH:33][CH:32]=[CH:31][C:28]=1[CH:29]=[O:30].C([BH3-])#N.[Na+].[BH4-].[Na+].ClC1C(=O)C(C#N)=C(C#N)C(=O)C=1Cl.C(=O)(O)[O-].[Na+]>O1CCCC1.ClCCl>[OH:30][CH2:29][C:28]1[CH:31]=[CH:32][CH:33]=[CH:34][C:27]=1[N:3]1[C:2](=[O:1])[C:6]2=[CH:7][N:8]([CH2:15][C:16]3[CH:21]=[CH:20][C:19]([N:22]4[CH:26]=[CH:25][CH:24]=[N:23]4)=[CH:18][CH:17]=3)[C:9]3[CH:10]=[CH:11][CH:12]=[CH:13][C:14]=3[C:5]2=[N:4]1 |f:1.2,3.4,6.7|. Reactants: FC1=CC=C(C=C1)CCN (4-fluorophenylethylamine), CCN(C(C)C)C(C)C (Hunig's base), ClCC(=O)Cl (chloroacetylchloride). The solvent is C1CCOC1 (THF), C1CCOC1 (THF). Conditions: temperature 0 celsius, time 3 minute. Product: ClCC(=O)NCCC1=CC=C(C=C1)F (2-chloro-N-[2-(4-fluoro-phenyl)-ethyl]-acetamide). Reaction SMILES: [F:1][C:2]1[CH:7]=[CH:6][C:5]([CH2:8][CH2:9][NH2:10])=[CH:4][CH:3]=1.CCN(C(C)C)C(C)C.[Cl:20][CH2:21][C:22](Cl)=[O:23]>C1COCC1>[Cl:20][CH2:21][C:22]([NH:10][CH2:9][CH2:8][C:5]1[CH:6]=[CH:7][C:2]([F:1])=[CH:3][CH:4]=1)=[O:23]. Procedure details: To a solution of 4-fluorophenylethylamine (1.0 equivalent) in dried THF was added Hunig's base (DIEA) (1 equivalent). The mixture was then stirred for 3 minutes at 0° C. Thereafter, a solution of chloroacetylchloride (1.0 equivalent) in THF was added via a syringe over a period of 7 minutes. The reaction mixture was then stirred at room temperature for 1 hour after which time the reaction mixture was condensed in vacuo, quenched with water, extracted with ethyl acetate (3×) and dried over Na2SO4... Starting materials: O=S1(=O)NC(C2CCCCC2)=Nc2ccccc21, [K+], O=[N+]([O-])[O-], O=S(=O)(O)O. Product: O=[N+]([O-])c1ccc2c(c1)S(=O)(=O)NC(C1CCCCC1)=N2. Reaction SMILES: [CH:6]1([C:12]2=[N:17][c:16]3[c:15]([cH:21][cH:20][cH:19][cH:18]3)[S:14](=[O:22])(=[O:23])[NH:13]2)[CH2:7][CH2:8][CH2:9][CH2:10][CH2:11]1.[K+:5].[N+:1](=[O:2])([O-:3])[O-:4].[S:24](=[O:25])(=[O:26])([OH:27])[OH:28]>>[N+:1](=[O:2])([O-:4])[c:20]1[cH:19][cH:18][c:16]2[c:15]([cH:21]1)[S:14](=[O:22])(=[O:23])[NH:13][C:12]([CH:6]1[CH2:7][CH2:8][CH2:9][CH2:10][CH2:11]1)=[N:17]2. Yields the product CCOC(=O)CSc1nncn1-c1ccc(C)c2ccc(C)cc12. The reactants are CCOC(=O)CBr, O=C([O-])[O-], C1CCOC1, Cc1ccc2c(C)ccc(-n3cnnc3S)c2c1, [K+], [K+], CN(C)C=O, O. Reaction SMILES: [Br:19][CH2:20][C:21](=[O:22])[O:23][CH2:24][CH3:25].[C:26](=[O:27])([O-:28])[O-:29].[CH2:37]1[O:38][CH2:39][CH2:40][CH2:41]1.[CH3:1][c:2]1[cH:3][cH:4][c:5](-[n:13]2[c:14]([SH:18])[n:15][n:16][cH:17]2)[c:6]2[cH:7][c:8]([CH3:12])[cH:9][cH:10][c:11]12.[K+:30].[K+:31].[O:32]=[CH:33][N:34]([CH3:35])[CH3:36].[OH2:42]>>[CH3:1][c:2]1[cH:3][cH:4][c:5](-[n:13]2[c:14]([S:18][CH2:20][C:21](=[O:22])[O:23][CH2:24][CH3:25])[n:15][n:16][cH:17]2)[c:6]2[cH:7][c:8]([CH3:12])[cH:9][cH:10][c:11]12. Reactants: acetylenic carbinol, CC=1C(C(CCC1)(C)C)C(C#CC)=O (2,6,6-trimethyl-1-tetrolyl-2-cyclohexene), ( δ ), CC=1C(C(CCC1)(C)C)C(C#CC)O (2,6,6-Trimethyl-1-[1-hydroxy-2-butynyl]-2-cyclohexene), ( c ). The solvent is CO (carbinol). Product: CC=1C(C(CCC1)(C)C)C(\C=C/C)=O (Cis-2,6,6-trimethyl-1-crotonoyl-2-cyclohexene). RXN SMILES: [CH3:1][C:2]1[CH:3]([CH:10]([OH:14])[C:11]#[C:12][CH3:13])[C:4]([CH3:9])([CH3:8])[CH2:5][CH2:6][CH:7]=1.CC1C(C(=O)C#CC)C(C)(C)CCC=1>CO>[CH3:1][C:2]1[CH:3]([C:10](=[O:14])/[CH:11]=[CH:12]\[CH3:13])[C:4]([CH3:8])([CH3:9])[CH2:5][CH2:6][CH:7]=1. Reported procedure: The acetylenic carbinol which was obtained as described above under paragraph (b) was oxidized as described for its isomer in Example 18, paragraph (c). Thus, 1.38 g. of carbinol gave 0.9 g. (66%) of 2,6,6-trimethyl-1-tetrolyl-2-cyclohexene, b.p. 100°-105°/0.7 Torr. NMR spectrum (CCl4): 0.96 (6 H, d badly resolved), 1.52 (3 H, m), 2.0 (3 H, s), 5.57 (1 H, m), 2.66 (1 H, m) ppm (δ).